Dataset: the Open Reaction Database (ORD), a public repository of structured organic reaction records. Task: describe an organic reaction: reactants, conditions, products, and yield Starting materials: C(C=C)C1=C(C=C(C(=C1)F)Br)O (2-allyl-4-fluoro-5-bromophenol), XXXI, S(O)(O)(=O)=O (sulfuric acid). The solvent is C1(=CC=CC=C1)C (toluene). Yields the product FC=1C(=CC2=C(C=CO2)C1)Br (5-fluoro-6-bromobenzofuran). Yield: 90.0%. Reaction SMILES: [CH2:1]([C:4]1[CH:9]=[C:8]([F:10])[C:7]([Br:11])=[CH:6][C:5]=1[OH:12])[CH:2]=C.S(=O)(=O)(O)O>C1(C)C=CC=CC=1>[F:10][C:8]1[C:7]([Br:11])=[CH:6][C:5]2[O:12][CH:2]=[CH:1][C:4]=2[CH:9]=1. Reported procedure: Beginning with 3.5 gm (15 mMol) 2-allyl-4-fluoro-5-bromophenol, the title compound was prepared in 90% yield essentially by the procedure described in Preparation XXXI with the exception that the cyclization/dehydration step was performed using sulfuric acid in toluene. Reported procedure: 3,4-diethoxythiobenzamide (30.0 g, 133 mmol) was suspended in ethanol (300 ml), and 1,3-dichloroacetone (12.8 ml, 135 mmol) was added, followed by heating under reflux for 4 hours. After cooling to room temperature, the solvent was distilled off under reduced pressure, and the residue was subjected to extraction with ethyl acetate. The organic layer was washed with a saturated aqueous sodium hydrogencarbonate solution, and dried over anhydrous sodium sulfate. The solvent was distilled off under ... The solvent is C(C)O (ethanol). Yield: 67.9%. The reactants are C(C)OC=1C=C(C(=S)N)C=CC1OCC (3,4-diethoxythiobenzamide), ClCC(=O)CCl (1,3-dichloroacetone). The product is ClCC=1N=C(SC1)C1=CC(=C(C=C1)OCC)OCC (4-chloromethyl-2-(3,4-diethoxyphenyl)thiazole). Reaction SMILES: [CH2:1]([O:3][C:4]1[CH:5]=[C:6]([CH:10]=[CH:11][C:12]=1[O:13][CH2:14][CH3:15])[C:7]([NH2:9])=[S:8])[CH3:2].[Cl:16][CH2:17][C:18]([CH2:20]Cl)=O>C(O)C>[Cl:16][CH2:17][C:18]1[N:9]=[C:7]([C:6]2[CH:10]=[CH:11][C:12]([O:13][CH2:14][CH3:15])=[C:4]([O:3][CH2:1][CH3:2])[CH:5]=2)[S:8][CH:20]=1. The reactants are COCCl (chloromethyl methyl ether), resultant mixture, [H-].[Na+] (sodium hydride), ice water, COC1=NC(=NC(=C1)OC)C(C(=O)NS(=O)(=O)C)C(C)C (2-(4,6-dimethoxypyrimidin-2-yl)-3-methyl-N-methylsulfonylbutyric acid amide), resultant solution. Solvent: CN(C)C=O (DMF). Run at time 1 hour. The product is COC1=NC(=NC(=C1)OC)C(C(=O)N(S(=O)(=O)C)COC)C(C)C (2-(4,6-dimethoxypyrimidin-2-yl)-N-methoxymethyl-3-methyl-N-methylsulfonylbutyric acid amide), liquid. Yield: 78.3%. As a reaction SMILES: [CH3:1][O:2][C:3]1[CH:8]=[C:7]([O:9][CH3:10])[N:6]=[C:5]([CH:11]([CH:19]([CH3:21])[CH3:20])[C:12]([NH:14][S:15]([CH3:18])(=[O:17])=[O:16])=[O:13])[N:4]=1.[H-].[Na+].[CH3:24][O:25][CH2:26]Cl>CN(C=O)C>[CH3:10][O:9][C:7]1[CH:8]=[C:3]([O:2][CH3:1])[N:4]=[C:5]([CH:11]([CH:19]([CH3:21])[CH3:20])[C:12]([N:14]([CH2:24][O:25][CH3:26])[S:15]([CH3:18])(=[O:17])=[O:16])=[O:13])[N:6]=1 |f:1.2|. Procedure details: 2.0 g of 2-(4,6-dimethoxypyrimidin-2-yl)-3-methyl-N-methylsulfonylbutyric acid amide was placed in a round bottomed flask, and was dissolved in 50 ml of DMF. To the resultant solution, was gradually added 0.28 g of 60% sodium hydride, and the mixture was stirred at room temperature for one hour. Thereafter, 1.0 g of chloromethyl methyl ether was added dropwise to the resultant mixture, and the mixture was stirred at room temperature for 2 hours. The reaction mixture was then poured into ice wate... Starting materials: O=C([O-])[O-], CC1CN(C(=O)OCc2ccccc2)CCN1, CC#N, CCOC(C)=O, CC(C)I, [K+], [K+]. The product is CC(C)N1CCN(C(=O)OCc2ccccc2)CC1C. As a reaction SMILES: [C:1](=[O:2])([O-:3])[O-:4].[CH2:7]([c:8]1[cH:9][cH:10][cH:11][cH:12][cH:13]1)[O:14][C:15](=[O:16])[N:17]1[CH2:18][CH:19]([CH3:23])[NH:20][CH2:21][CH2:22]1.[CH3:28][C:29]#[N:30].[CH3:31][CH2:32][O:33][C:34]([CH3:35])=[O:36].[CH:24]([CH3:25])([CH3:26])[I:27].[K+:5].[K+:6]>>[CH2:7]([c:8]1[cH:9][cH:10][cH:11][cH:12][cH:13]1)[O:14][C:15](=[O:16])[N:17]1[CH2:18][CH:19]([CH3:23])[N:20]([CH:24]([CH3:25])[CH3:26])[CH2:21][CH2:22]1. Reactants: BrC1=CC=C(C=C1)C1=C(C(NC(N1)=O)C1=CC(=C(C(=C1)[N+](=O)[O-])O)OCC)C1=CC=CC=C1 (6-(4-bromophenyl)-4-(3-ethoxy-4-hydroxy-5-nitrophenyl)-5-phenyl-3,4-dihydropyrimidin-2(1H)-one), BrC1=CC=C(C=C1)C1=C(C(NC(N1)=O)C1=CC(=C(C(=C1)[N+](=O)[O-])O)OCC)C1=CC=CC=C1 (6-(4-bromophenyl)-4-(3-ethoxy-4-hydroxy-5-nitrophenyl)-5-phenyl-3,4-dihydropyrimidin-2(1H)-one), C(C)OC=1C=C(C=O)C=C(C1O)[N+](=O)[O-] (3-ethoxy-4-hydroxy-5-nitrobenzaldehyde), NC(=O)N (urea), Cl (HCl). Solvent: CCO (EtOH). Product: C(C)OC=1C=C(C=C(C1O)[N+](=O)[O-])C1NC(NC(=C1C1=C(C#N)C=CC=C1)C1=CC=CC=C1)=O (2-(4-(3-ethoxy-4-hydroxy-5-nitrophenyl)-2-oxo-6-phenyl-1,2,3,4-tetrahydropyrimidin-5-yl)benzonitrile). Yield: 29.0%. RXN SMILES: Br[C:2]1[CH:7]=[CH:6][C:5]([C:8]2[NH:13][C:12](=[O:14])[NH:11][CH:10]([C:15]3[CH:20]=[C:19]([N+:21]([O-:23])=[O:22])[C:18]([OH:24])=[C:17]([O:25][CH2:26][CH3:27])[CH:16]=3)[C:9]=2[C:28]2[CH:33]=[CH:32][CH:31]=[CH:30][CH:29]=2)=[CH:4][CH:3]=1.C(OC1C=C(C=[C:43]([N+:46]([O-])=O)C=1O)C=O)C.NC(N)=O.Cl>CCO>[CH2:26]([O:25][C:17]1[CH:16]=[C:15]([CH:10]2[C:9]([C:28]3[CH:33]=[CH:32][CH:31]=[CH:30][C:29]=3[C:43]#[N:46])=[C:8]([C:5]3[CH:6]=[CH:7][CH:2]=[CH:3][CH:4]=3)[NH:13][C:12](=[O:14])[NH:11]2)[CH:20]=[C:19]([N+:21]([O-:23])=[O:22])[C:18]=1[OH:24])[CH3:27]. Procedure: A mixture of 2-(2-oxo-2-phenylethyl)benzonitrile (Intermediate 33) (100 mg, 0.45 mmol), 3-ethoxy-4-hydroxy-5-nitrobenzaldehyde (87 mg, 0.41 mmol), urea (81 mg, 1.36 mmol), and concentrated HCl solution (0.03 mL, 0.41 mmol) in EtOH (5 mL) was refluxed overnight. The mixture was concentrated, and purified by preparative HPLC to give Compound 70 (54.26 mg, yield 29%) as a yellow solid. 1H NMR (DMSO-d6 300 MHz): δ 10.24 (s, 1H), 8.91 (s, 1H), 7.61 (s, 1H), 7.51-7.44 (m, 2H), 7.31 (s, 1H), 7.24-7.16 ...